This data is from the Open Reaction Database (ORD), a public repository of structured organic reaction records. The task is: describe an organic reaction: reactants, conditions, products, and yield Reactants: BrC=1C=C2C=C(NC2=CC1)C=O (5-bromo-1H-indole-2-carbaldehyde), C(CC(C)C)B(O)O (isopentylboronic acid). The product is C(CC(C)C)C=1C=C2C=C(NC2=CC1)C=O (5-isopentyl-1H-indole-2-carbaldehyde). Yield: 37.1%. RXN SMILES: Br[C:2]1[CH:3]=[C:4]2[C:8](=[CH:9][CH:10]=1)[NH:7][C:6]([CH:11]=[O:12])=[CH:5]2.[CH2:13](B(O)O)[CH2:14][CH:15]([CH3:17])[CH3:16]>>[CH2:13]([C:2]1[CH:3]=[C:4]2[C:8](=[CH:9][CH:10]=1)[NH:7][C:6]([CH:11]=[O:12])=[CH:5]2)[CH2:14][CH:15]([CH3:17])[CH3:16]. Procedure: 5-Isopentyl-1H-indole-2-carbaldehyde was synthesized as in Example 3.1 using 5-bromo-1H-indole-2-carbaldehyde (300 mg, 1.34 mmol) in place of 5-bromo-2-formylfuran and isopentylboronic acid (256 mg, 2.21 mmol) in place of hexylboronic acid to give 5-isopentyl-1H-indole-2-carbaldehyde (107 mg, 37%). Used without further characterization.